This data is from the Open Reaction Database (ORD), a public repository of structured organic reaction records. The task is: describe an organic reaction: reactants, conditions, products, and yield Reactants: CC1=C(C=C(C=C1)[N+](=O)[O-])O (2-methyl-5-nitrophenol), C([O-])([O-])=O.[K+].[K+] (potassium carbonate), C(C)OC(=O)C=1C2=C(C(=NC1)Cl)C(=CS2)CBr (3-bromomethyl-4-chloro-thieno[3,2-c]pyridine-7-carboxylic acid ethyl ester). The solvent is C1CCOC1 (THF), CN(C)C=O (DMF), C1CCOC1 (THF), O (water). Run at temperature 50 celsius, time 10 hour. Yields the product C(C)OC(=O)C=1C2=C(C(=NC1)Cl)C(=CS2)COC2=C(C=CC(=C2)[N+](=O)[O-])C (4-chloro-3-(2-methyl-5-nitro-phenoxymethyl)-thieno[3,2-c]pyridine-7-carboxylic acid ethyl ester). RXN SMILES: [CH3:1][C:2]1[CH:7]=[CH:6][C:5]([N+:8]([O-:10])=[O:9])=[CH:4][C:3]=1[OH:11].C(=O)([O-])[O-].[K+].[K+].[CH2:18]([O:20][C:21]([C:23]1[C:24]2[S:32][CH:31]=[C:30]([CH2:33]Br)[C:25]=2[C:26]([Cl:29])=[N:27][CH:28]=1)=[O:22])[CH3:19]>C1COCC1.CN(C=O)C.O>[CH2:18]([O:20][C:21]([C:23]1[C:24]2[S:32][CH:31]=[C:30]([CH2:33][O:11][C:3]3[CH:4]=[C:5]([N+:8]([O-:10])=[O:9])[CH:6]=[CH:7][C:2]=3[CH3:1])[C:25]=2[C:26]([Cl:29])=[N:27][CH:28]=1)=[O:22])[CH3:19] |f:1.2.3|. Procedure details: A mixture of 2-methyl-5-nitrophenol (960 mg, 6.07 mmol) (Avocado) and potassium carbonate powder (913 mg, 6.61 mmol) in dry THF (20 mL) and DMF (10 mL) was stirred at 50° C. for 15 minutes before a solution of 3-bromomethyl-4-chloro-thieno[3,2-c]pyridine-7-carboxylic acid ethyl ester (1.997 g, 5.969 mmol) (from Example 1 supra) in THF (20 mL) was added. The reaction was stirred at 50° C. for 10 hours and the resulting precipitate was collected. The filtrate was concentrated to give more precipit... Starting materials: CC1(CCS(C2=C(C(=CC=C12)C(=O)Cl)C)(=O)=O)C (4,4,8-trimethyl-1,1-dioxothiochroman-7-carbonyl chloride), C(CCC)[Li] (n-butyllithium), BrC=1C=NN(C1Cl)CC (4-bromo-5-chloro-1-ethylpyrazole), [OH-].[Na+] (sodium hydroxide). Run in C(C)OCC (diethyl ether), CCCCCC (hexane), C(C)OCC (diethyl ether), CO (methanol). Conditions: time 15 minute. The product is ClC1=C(C(NN1CC)=C=O)C1=CC=C2C(CCS(C2=C1C)(=O)=O)(C)C (5-Chloro-1-ethyl-4-(4,4,8-trimethyl-1,1-dioxothiochroman-7-yl)-carbonylpyrazole). Reaction SMILES: C([Li])CCC.Br[C:7]1[CH:8]=[N:9][N:10]([CH2:13][CH3:14])[C:11]=1[Cl:12].[CH3:15][C:16]1([CH3:32])[C:25]2[C:20](=[C:21]([CH3:29])[C:22]([C:26](Cl)=O)=[CH:23][CH:24]=2)[S:19](=[O:31])(=[O:30])[CH2:18][CH2:17]1.[OH-:33].[Na+]>CCCCCC.C(OCC)C.CO>[Cl:12][C:11]1[N:10]([CH2:13][CH3:14])[NH:9][C:8](=[C:7]=[O:33])[C:26]=1[C:22]1[C:21]([CH3:29])=[C:20]2[C:25]([C:16]([CH3:32])([CH3:15])[CH2:17][CH2:18][S:19]2(=[O:31])=[O:30])=[CH:24][CH:23]=1 |f:3.4|. Procedure details: Under an atmosphere of protective gas and at 20 to 25° C., 2.6 ml (4.11 mmol) of n-butyllithium in hexane (1.6 molar) were rapidly added dropwise to 0.86 g (4.11 mmol) of 4-bromo-5-chloro-1-ethylpyrazole in 30 ml of diethyl ether. The mixture was stirred at room temperature for 15 minutes and the resulting suspension was then, at −70° C., added dropwise to a solution of 2.2 g (8.21 mmol) of 4,4,8-trimethyl-1,1-dioxothiochroman-7-carbonyl chloride in 30 ml of diethyl ether. The reaction mixture w... Reactants: CS(C)=O, CCN(C(C)C)C(C)C, Clc1ccc(-c2c(Cl)ncnc2Cl)cc1, [K], O, NS(=O)(=O)CCc1cccs1. Product: O=S(=O)(CCc1cccs1)Nc1ncnc(Cl)c1-c1ccc(Cl)cc1. RXN SMILES: [CH3:37][S:38]([CH3:39])=[O:40].[CH:28]([N:29]([CH2:30][CH3:31])[CH:32]([CH3:33])[CH3:34])([CH3:35])[CH3:36].[Cl:1][c:2]1[n:3][cH:4][n:5][c:6]([Cl:15])[c:7]1-[c:8]1[cH:9][cH:10][c:11]([Cl:14])[cH:12][cH:13]1.[K:16].[OH2:41].[s:17]1[c:18]([CH2:22][CH2:23][S:24](=[O:25])(=[O:26])[NH2:27])[cH:19][cH:20][cH:21]1>>[c:2]1([NH:27][S:24]([CH2:23][CH2:22][c:18]2[s:17][cH:21][cH:20][cH:19]2)(=[O:25])=[O:26])[n:3][cH:4][n:5][c:6]([Cl:15])[c:7]1-[c:8]1[cH:9][cH:10][c:11]([Cl:14])[cH:12][cH:13]1. Starting materials: C(C)OC([C@@](O)(C)C(N(N)C)=O)=O (2-azaalanyl-l-lactic acid ethyl ester), C(C)(=O)N[C@@H](C)C(=O)N[C@@H](C)C(=O)N1[C@H](C(=O)O)CCC1 (acetylalanylalanylproline), CN1CCOCC1 (N-methylmorpholine), C(C(C)C)OC(=O)Cl (isobutylchloroformate). The solvent is O1CCCC1 (tetrahydrofuran), O1CCCC1 (tetrahydrofuran). Reaction conditions: time 3 hour. Yields the product C(C)OC([C@@](O)(C)C(N(NC([C@H]1N(CCC1)C([C@@H](NC([C@@H](NC(C)=O)C)=O)C)=O)=O)C)=O)=O (acetylalanylalanylprolyl-2-azaalanyl-l-lactic acid ethyl ester). RXN SMILES: [C:1]([NH:4][C@H:5]([C:7]([NH:9][C@H:10]([C:12]([N:14]1[CH2:21][CH2:20][CH2:19][C@H:15]1[C:16]([OH:18])=O)=[O:13])[CH3:11])=[O:8])[CH3:6])(=[O:3])[CH3:2].CN1CCOCC1.C(OC(Cl)=O)C(C)C.[CH2:37]([O:39][C:40](=[O:49])[C@:41]([C:44](=[O:48])[N:45]([CH3:47])[NH2:46])([CH3:43])[OH:42])[CH3:38]>O1CCCC1>[CH2:37]([O:39][C:40](=[O:49])[C@:41]([C:44](=[O:48])[N:45]([CH3:47])[NH:46][C:16](=[O:18])[C@@H:15]1[CH2:19][CH2:20][CH2:21][N:14]1[C:12](=[O:13])[C@H:10]([CH3:11])[NH:9][C:7](=[O:8])[C@H:5]([CH3:6])[NH:4][C:1](=[O:3])[CH3:2])([CH3:43])[OH:42])[CH3:38]. Procedure: To a stirred solution of acetylalanylalanylproline (0.66 mole) and N-methylmorpholine (0.66 mole) in dry tetrahydrofuran (25 ml) at -20° to -25° is added isobutylchloroformate (0.66 mmole). After 10 minutes a solution of 2-azaalanyl-l-lactic acid ethyl ester (0.66 mmole, example 3, step B) in tetrahydrofuran (2 ml) is added dropwise and the mixture is allowed to warm to room temperature over a period of 1 hour and stirred for a further 3 hours. The precipitate is removed by filtration, and the f...